From a dataset of the Open Reaction Database (ORD), a public repository of structured organic reaction records. describe an organic reaction: reactants, conditions, products, and yield The reactants are [O-]C1=CC=CC=C1.[Na+] (sodium phenoxide), NC1=NC=CN(C1N1CCOCC1)Br (2-amino-3-morpholino-4-bromopyrazine). Product: NC1=NC=C(N=C1N1CCOCC1)OC1=CC=CC=C1 (2-amino-3-morpholino-5-phenoxypyrazine). RXN SMILES: [O-:1][C:2]1[CH:7]=[CH:6][CH:5]=[CH:4][CH:3]=1.[Na+].[NH2:9][C:10]1[CH:15]([N:16]2[CH2:21][CH2:20][O:19][CH2:18][CH2:17]2)[N:14](Br)[CH:13]=[CH:12][N:11]=1>>[NH2:9][C:10]1[C:15]([N:16]2[CH2:17][CH2:18][O:19][CH2:20][CH2:21]2)=[N:14][C:13]([O:1][C:2]2[CH:7]=[CH:6][CH:5]=[CH:4][CH:3]=2)=[CH:12][N:11]=1 |f:0.1|. Procedure: A suspension of 0.1 mole of sodium phenoxide and 0.1 mole of 2-amino-3-morpholino-4-bromopyrazine is refluxed 10- 20 hours. The cooled mixture is extracted with diethyl ether, washed with cold 2N sodium hydroxide solution, dried and evaporated to give 2-amino-3-morpholino-5-phenoxypyrazine. The reactants are 93, NC1=C(C=CC=C1)NCCCO (3-(2-aminophenyl) amino-1-propanol), [OH-].[K+] (potassium hydroxide), C(C)O (ethanol), C(=S)=S (carbon disulfide). Solvent: O (water). Run at time 6 hour. The product is SC1=NC2=C(N1CCCO)C=CC=C2 (2-mercapto-1H-benzimidazole-1-propanol). As a reaction SMILES: [NH2:1][C:2]1[CH:7]=[CH:6][CH:5]=[CH:4][C:3]=1[NH:8][CH2:9][CH2:10][CH2:11][OH:12].[OH-].[K+].C(O)C.[C:18](=S)=[S:19]>O>[SH:19][C:18]1[N:8]([CH2:9][CH2:10][CH2:11][OH:12])[C:3]2[CH:4]=[CH:5][CH:6]=[CH:7][C:2]=2[N:1]=1 |f:1.2|. Reported procedure: To a stirred mixture of 93 parts of 3-(2-aminophenyl) amino-1-propanol, 45.5 parts of potassium hydroxide and 600 parts of an ethanol solution 85% in water are added dropwise 60.8 parts of carbon disulfide. Upon completion, stirring is continued for 6 hours at reflux temperature. The reaction mixture is evaporated and the residue is taken up in 1500 parts of water. The whole is filtered over hyflo and the filtrate is acidified with acetic acid. The oily product solidifies on scratching. It is fi... The reactants are ice water, CC1=C2CCC[C@H](C2=CC=C1)N1CCC(CC1)N1C(NC2=C1C=CC=C2)=O ((R)-1-[1-(5-Methyl-1,2,3,4-tetrahydronaphthalen-1-yl)piperidin-4-yl]-1,3-dihydro-2H-benzimidazol 2-one), CN(C)C=O (DMF), BrCC(=O)OCC (Ethyl bromoacetate), [H-].[Na+] (Sodium hydride). The product is CC1=C2CCC[C@H](C2=CC=C1)N1CCC(CC1)N1C(N(C2=C1C=CC=C2)CC(=O)NC)=O ((R)-2-{3-[1-(5-methyl-1,2,3,4-tetrahydronaphthalen-1-yl)piperidin-4-yl]-2,3-dihydro-2-oxo-benzimidazol-1-yl}-N-methylacetamide). Procedure: (R)-1-[1-(5-Methyl-1,2,3,4-tetrahydronaphthalen-1-yl)piperidin-4-yl]-1,3-dihydro-2H-benzimidazol 2-one (995 mg) was dissolved in DMF (10 ml). Sodium hydride (132 mg, 60%) was added, and the suspension was stirred at room temperature for 40 min. Ethyl bromoacetate (458 μl) was added, and the mixture was stirred for 4 hr. The reaction mixture was poured into ice water, and the mixture was extracted with ethyl acetate. The extract was washed with water and saturated aqueous ammonium chloride soluti... RXN SMILES: [CH3:1][C:2]1[CH:11]=[CH:10][CH:9]=[C:8]2[C:3]=1[CH2:4][CH2:5][CH2:6][C@H:7]2[N:12]1[CH2:17][CH2:16][CH:15]([N:18]2[C:22]3[CH:23]=[CH:24][CH:25]=[CH:26][C:21]=3[NH:20][C:19]2=[O:27])[CH2:14][CH2:13]1.[H-].[Na+].Br[CH2:31][C:32]([O:34]CC)=O.[CH3:37][N:38](C=O)C>>[CH3:1][C:2]1[CH:11]=[CH:10][CH:9]=[C:8]2[C:3]=1[CH2:4][CH2:5][CH2:6][C@H:7]2[N:12]1[CH2:17][CH2:16][CH:15]([N:18]2[C:22]3[CH:23]=[CH:24][CH:25]=[CH:26][C:21]=3[N:20]([CH2:31][C:32]([NH:38][CH3:37])=[O:34])[C:19]2=[O:27])[CH2:14][CH2:13]1 |f:1.2|. Reaction conditions: time 40 minute.